Dataset: the Open Reaction Database (ORD), a public repository of structured organic reaction records. Task: describe an organic reaction: reactants, conditions, products, and yield Starting materials: C(CCC)[SnH](CCCC)CCCC (tributyltin hydride), CC(C)(C#N)N=NC(C)(C)C#N (AIBN), COC=1C=C(CN2[C@@H]3[C@H](CN([C@@H]3C2=O)C(=O)OCC2=CC=CC=C2)OC(=S)N2C=NC=C2)C=CC1OC (benzyl (1S,4S,5S)-6-(3,4-dimethoxybenzyl)-7-oxo-4-[[(1-imidazolyl)thiocarbonyl]oxy]-2,6-diazabicyclo[3.2.0]heptane-2-carboxylate). Run in C1(=CC=CC=C1)C (toluene), C1(=CC=CC=C1)C (toluene). Product: COC=1C=C(CN2[C@@H]3CCN([C@@H]3C2=O)C(=O)OCC2=CC=CC=C2)C=CC1OC (Benzyl (1S,5R)-6-(3,4-dimethoxybenzyl)-7-oxo-2,6-diazabicyclo[3.2.0]heptane-2-carboxylate). RXN SMILES: [CH3:1][O:2][C:3]1[CH:4]=[C:5]([CH:33]=[CH:34][C:35]=1[O:36][CH3:37])[CH2:6][N:7]1[C:13](=[O:14])[C@@H:12]2[C@H:8]1[C@@H:9](OC(N1C=CN=C1)=S)[CH2:10][N:11]2[C:15]([O:17][CH2:18][C:19]1[CH:24]=[CH:23][CH:22]=[CH:21][CH:20]=1)=[O:16].C([SnH](CCCC)CCCC)CCC.CC(N=NC(C#N)(C)C)(C#N)C>C1(C)C=CC=CC=1>[CH3:1][O:2][C:3]1[CH:4]=[C:5]([CH:33]=[CH:34][C:35]=1[O:36][CH3:37])[CH2:6][N:7]1[C:13](=[O:14])[C@@H:12]2[C@H:8]1[CH2:9][CH2:10][N:11]2[C:15]([O:17][CH2:18][C:19]1[CH:20]=[CH:21][CH:22]=[CH:23][CH:24]=1)=[O:16]. Procedure details: 200 g (0.38 mol) of benzyl (1S,4S,5S)-6-(3,4-dimethoxybenzyl)-7-oxo-4-[[(1-imidazolyl)thiocarbonyl]oxy]-2,6-diazabicyclo[3.2.0]heptane-2-carboxylate were heated to 80° C. in 4.2liters of toluene. A solution of 213 ml (0.8 mol) of tributyltin hydride and 6.9 g (0.04 mol) of AIBN in 320 ml of toluene were added dropwise thereto while stirring. After completion of the dropwise addition the mixture was stirred at this temperature for a further 45 minutes before the solvent was removed under reduced ... Starting materials: CC(=O)O[BH-](OC(C)=O)OC(C)=O, CC(=O)O, CCc1nc2c(cnn2CC)c(NC2CCOCC2)c1CNC(=O)c1cccc(C(=O)NCc2ccc(F)c(-c3cccc(C=O)c3)c2)c1, CC1CNCCN1C, CCOC(C)=O, ClCCCl, [Na+]. The product is CCc1nc2c(cnn2CC)c(NC2CCOCC2)c1CNC(=O)c1cccc(C(=O)NCc2ccc(F)c(-c3cccc(CN4CCN(C)C(C)C4)c3)c2)c1. As a reaction SMILES: [C:58]([O:59][BH-:60]([O:61][C:62](=[O:63])[CH3:64])[O:65][C:66](=[O:67])[CH3:68])(=[O:69])[CH3:70].[C:72]([OH:73])(=[O:74])[CH3:75].[CH2:1]([CH3:2])[n:3]1[n:4][cH:5][c:6]2[c:7]1[n:8][c:9]([CH2:48][CH3:49])[c:10]([CH2:19][NH:20][C:21](=[O:22])[c:23]1[cH:24][c:25]([C:29](=[O:30])[NH:31][CH2:32][c:33]3[cH:34][c:35](-[c:40]4[cH:41][c:42]([CH:46]=[O:47])[cH:43][cH:44][cH:45]4)[c:36]([F:39])[cH:37][cH:38]3)[cH:26][cH:27][cH:28]1)[c:11]2[NH:12][CH:13]1[CH2:14][CH2:15][O:16][CH2:17][CH2:18]1.[CH3:50][N:51]1[CH:52]([CH3:57])[CH2:53][NH:54][CH2:55][CH2:56]1.[CH3:80][CH2:81][O:82][C:83]([CH3:84])=[O:85].[Cl:76][CH2:77][CH2:78][Cl:79].[Na+:71]>>[CH2:1]([CH3:2])[n:3]1[n:4][cH:5][c:6]2[c:7]1[n:8][c:9]([CH2:48][CH3:49])[c:10]([CH2:19][NH:20][C:21](=[O:22])[c:23]1[cH:24][c:25]([C:29](=[O:30])[NH:31][CH2:32][c:33]3[cH:34][c:35](-[c:40]4[cH:41][c:42]([CH2:46][N:54]5[CH2:53][CH:52]([CH3:57])[N:51]([CH3:50])[CH2:56][CH2:55]5)[cH:43][cH:44][cH:45]4)[c:36]([F:39])[cH:37][cH:38]3)[cH:26][cH:27][cH:28]1)[c:11]2[NH:12][CH:13]1[CH2:14][CH2:15][O:16][CH2:17][CH2:18]1. The solvent is C1CCOC1 (THF), C(C)(=O)OCC (ethyl acetate), CN(C)C=O (DMF). Reported procedure: To a stirred solution of 8-5 (4.23 g, 21 mmol) in degassed THF (20 mL) at 0° C. was added dropwise a solution of 9-BBN (50.4 mL of 0.5 M in THF, 25.2 mmol) and the mixture stirred for 18 hours at ambient temperature. K2CO3 (5.0 g, 35.8 mmol) and 8-2 (5.0 g, 17.4 mmol) were added, followed by a premixed and aged (70° C. for 30 min) suspension of Pd(OAc)2 (0.54 g, 2.4 mmol) and DPPF (1.45 g, 2.6 mmol) in degassed DMF (20 mL). The resulting mixture was stirred for 18 hours at 70° C., cooled, dilute... RXN SMILES: [CH2:1]([N:5]1[C:13](=[O:14])[C:12]2[C:7](=[CH:8][CH:9]=[CH:10][CH:11]=2)[C:6]1=[O:15])[CH2:2][CH:3]=[CH2:4].B1C2CCCC1CCC2.C([O-])([O-])=O.[K+].[K+].[CH2:31]([O:33][C:34](=[O:46])[CH2:35][CH2:36][CH2:37][CH2:38][C:39]1[CH:44]=[CH:43][C:42](Br)=[CH:41][N:40]=1)[CH3:32]>C1COCC1.CN(C=O)C.C(OCC)(=O)C.CC([O-])=O.CC([O-])=O.[Pd+2].C1C=CC(P(C2C=CC=CC=2)[C-]2C=CC=C2)=CC=1.C1C=CC(P(C2C=CC=CC=2)[C-]2C=CC=C2)=CC=1.[Fe+2]>[CH2:31]([O:33][C:34](=[O:46])[CH2:35][CH2:36][CH2:37][CH2:38][C:39]1[CH:44]=[CH:43][C:42]([CH2:4][CH2:3][CH2:2][CH2:1][N:5]2[C:13](=[O:14])[C:12]3[C:7](=[CH:8][CH:9]=[CH:10][CH:11]=3)[C:6]2=[O:15])=[CH:41][N:40]=1)[CH3:32] |f:2.3.4,9.10.11,12.13.14|. Conditions: time 18 hour. The reagents and catalysts are CC(=O)[O-].CC(=O)[O-].[Pd+2] (Pd(OAc)2), C1=CC=C(C=C1)P([C-]2C=CC=C2)C3=CC=CC=C3.C1=CC=C(C=C1)P([C-]2C=CC=C2)C3=CC=CC=C3.[Fe+2] (DPPF). The product is C(C)OC(CCCCC1=NC=C(C=C1)CCCCN1C(C2=CC=CC=C2C1=O)=O)=O (5-{5-[4-(1,3-Dioxo-1,3-dihydro-isoindol-2-yl)-butyl]-pyridin-2-yl}-pentanoic acid ethyl ester). Starting materials: C(CC=C)N1C(C2=CC=CC=C2C1=O)=O (2-But-3-enyl-isoindole-1,3-dione), B1C2CCCC1CCC2 (9-BBN), C(=O)([O-])[O-].[K+].[K+] (K2CO3), C(C)OC(CCCCC1=NC=C(C=C1)Br)=O (5-(5-Bromo-pyridin-2-yl)-pentanoic acid ethyl ester). Reactants: CCO, C1CCC2OC2C1, [Cl-], [N-]=[N+]=[N-], [NH4+], [Na+], O. Yields the product [N-]=[N+]=NC1CCCCC1O. As a reaction SMILES: [CH3:14][CH2:15][OH:16].[CH:1]12[CH:2]([CH2:3][CH2:4][CH2:5][CH2:6]1)[O:7]2.[Cl-:8].[N-:11]=[N+:12]=[N-:13].[NH4+:9].[Na+:10].[OH2:17]>>[CH:1]1([N:11]=[N+:12]=[N-:13])[CH:2]([OH:7])[CH2:3][CH2:4][CH2:5][CH2:6]1. The reactants are Br, CCOC(=O)N1CCC(Nc2cc(=O)n(C)c3ccc(OC)cc23)CC1, CC(=O)O. The product is COc1ccc2c(c1)c(NC1CCNCC1)cc(=O)n2C. Reaction SMILES: [BrH:27].[CH2:1]([O:2][C:3](=[O:4])[N:6]1[CH2:7][CH2:8][CH:9]([NH:12][c:13]2[cH:14][c:15](=[O:26])[n:16]([CH3:25])[c:17]3[cH:18][cH:19][c:20]([O:23][CH3:24])[cH:21][c:22]23)[CH2:10][CH2:11]1)[CH3:5].[CH3:28][C:29](=[O:30])[OH:31]>>[NH:6]1[CH2:7][CH2:8][CH:9]([NH:12][c:13]2[cH:14][c:15](=[O:26])[n:16]([CH3:25])[c:17]3[cH:18][cH:19][c:20]([O:23][CH3:24])[cH:21][c:22]23)[CH2:10][CH2:11]1. Reactants: CCO, Cl, Cl, Fc1ccc2c(CCCN3CCC4(CC3)OCCO4)noc2c1, [Na+], [OH-], O. The product is O=C1CCN(CCCc2noc3cc(F)ccc23)CC1. As a reaction SMILES: [CH3:29][CH2:30][OH:31].[ClH:1].[ClH:26].[F:2][c:3]1[cH:4][c:5]2[c:6]([c:7]([CH2:10][CH2:11][CH2:12][N:13]3[CH2:14][CH2:15][C:16]4([O:17][CH2:20][CH2:19][O:18]4)[CH2:21][CH2:22]3)[n:8][o:9]2)[cH:23][cH:24]1.[Na+:28].[OH-:27].[OH2:25]>>[F:2][c:3]1[cH:4][c:5]2[c:6]([c:7]([CH2:10][CH2:11][CH2:12][N:13]3[CH2:14][CH2:15][C:16](=[O:17])[CH2:21][CH2:22]3)[n:8][o:9]2)[cH:23][cH:24]1. Reactants: CCN(C(C)C)C(C)C, Clc1ccc(N2CCNCC2)cc1, Cc1ccc(-c2cc(CCC=O)nn2-c2ccccc2)cc1. The product is Cc1ccc(-c2cc(CCCN3CCN(c4ccc(Cl)cc4)CC3)nn2-c2ccccc2)cc1. Reaction SMILES: [CH:36]([N:37]([CH2:38][CH3:39])[CH:40]([CH3:41])[CH3:42])([CH3:43])[CH3:44].[Cl:23][c:24]1[cH:25][cH:26][c:27]([N:30]2[CH2:31][CH2:32][NH:33][CH2:34][CH2:35]2)[cH:28][cH:29]1.[c:1]1(-[n:7]2[n:8][c:9]([CH2:19][CH2:20][CH:21]=[O:22])[cH:10][c:11]2-[c:12]2[cH:13][cH:14][c:15]([CH3:18])[cH:16][cH:17]2)[cH:2][cH:3][cH:4][cH:5][cH:6]1>>[c:1]1(-[n:7]2[n:8][c:9]([CH2:19][CH2:20][CH2:21][N:33]3[CH2:32][CH2:31][N:30]([c:27]4[cH:26][cH:25][c:24]([Cl:23])[cH:29][cH:28]4)[CH2:35][CH2:34]3)[cH:10][c:11]2-[c:12]2[cH:13][cH:14][c:15]([CH3:18])[cH:16][cH:17]2)[cH:2][cH:3][cH:4][cH:5][cH:6]1. RXN SMILES: [CH2:1]([S:8][C:9]1[CH:14]=[CH:13][CH:12]=[CH:11][CH:10]=1)[C:2]1[CH:7]=[CH:6][CH:5]=[CH:4][CH:3]=1.[Br:15][CH2:16][CH2:17][CH2:18][CH2:19][CH2:20][CH2:21]Br.O1CCCC1.C(OCC)(=O)C>C(OCC)C.CC(O)C>[Br:15][CH2:16][CH2:17][CH2:18][CH2:19][CH2:20][CH2:21][CH:1]([S:8][C:9]1[CH:14]=[CH:13][CH:12]=[CH:11][CH:10]=1)[C:2]1[CH:7]=[CH:6][CH:5]=[CH:4][CH:3]=1. The solvent is C(C)OCC (diethyl ether), C(C)OCC (diethyl ether), CC(C)O (2-propanol). Procedure details: A solution of 20.02 g of benzylphenylthioether in 300 ml of diethyl ether is cooled, under nitrogen, in a dry ice bath (the starting thioether precipitates out of solution). Sixty-two ml of 1.7M t-butyllithium, in pentane, is added and after 30 minutes most of the precipitate is re-dissolved. The reaction mixture is warmed to 0° C. for 10 minutes, but it appears that more precipitate is being formed, therefore the reaction is recooled to -78° C. for 30 minutes. The resulting yellow solution is t... Reactants: BrCCCCCCBr (1,6-dibromohexane), O1CCCC1 (tetrahydrofuran), C(C1=CC=CC=C1)SC1=CC=CC=C1 (benzylphenylthioether), thioether, C(C)(=O)OCC (ethyl acetate). Reaction conditions: temperature 0 celsius, time 30 minute. Product: BrCCCCCCC(C1=CC=CC=C1)SC1=CC=CC=C1 ([(7-Bromo-1-phenylheptyl)thio]benzene). Starting materials: COc1ncccc1N, CCN(C(C)C)C(C)C, CC(C)O, Clc1ncc(Cl)c(Cl)n1. Product: COc1ncccc1Nc1nc(Cl)ncc1Cl. RXN SMILES: [CH3:1][O:2][c:3]1[n:4][cH:5][cH:6][cH:7][c:8]1[NH2:9].[CH:10]([N:11]([CH2:12][CH3:13])[CH:14]([CH3:15])[CH3:16])([CH3:17])[CH3:18].[CH:28]([OH:29])([CH3:30])[CH3:31].[Cl:19][c:20]1[n:21][cH:22][c:23]([Cl:27])[c:24]([Cl:26])[n:25]1>>[CH3:1][O:2][c:3]1[n:4][cH:5][cH:6][cH:7][c:8]1[NH:9][c:24]1[c:23]([Cl:27])[cH:22][n:21][c:20]([Cl:19])[n:25]1. Starting materials: CO (methanol), C(=O)(OCC1=CC=CC=C1)N[C@@H](C(C)C)C(=O)NC(CC1=CC=CC=C1)C(C(CC1=CC=CC=C1)NC([C@@H](NC(=O)OCC1=CC=CC=C1)C(C)C)=O)O (2,4-Bis-(Cbz-valinyl-amino)-1,5-diphenyl-3-hydroxypentane), BrCC(=O)Br (α-Bromoacetyl bromide), N1=CC=CC=C1 (pyridine). Run in C(Cl)(Cl)Cl (chloroform), C(Cl)(Cl)Cl (chloroform), C(Cl)Cl (methylene chloride). Yields the product BrCC(=O)OC(C(CC1=CC=CC=C1)NC([C@@H](NC(=O)OCC1=CC=CC=C1)C(C)C)=O)C(CC1=CC=CC=C1)NC([C@@H](NC(=O)OCC1=CC=CC=C1)C(C)C)=O (2,4-Bis-(N-(Cbz-valinyl)amino)-1,5-diphenyl-3-pentyl α-bromoacetate). The yield is 54.4%. Reaction SMILES: [C:1]([NH:11][C@H:12]([C:16]([NH:18][CH:19]([CH:27]([OH:54])[CH:28]([NH:36][C:37](=[O:53])[C@H:38]([CH:50]([CH3:52])[CH3:51])[NH:39][C:40]([O:42][CH2:43][C:44]1[CH:49]=[CH:48][CH:47]=[CH:46][CH:45]=1)=[O:41])[CH2:29][C:30]1[CH:35]=[CH:34][CH:33]=[CH:32][CH:31]=1)[CH2:20][C:21]1[CH:26]=[CH:25][CH:24]=[CH:23][CH:22]=1)=[O:17])[CH:13]([CH3:15])[CH3:14])([O:3][CH2:4][C:5]1[CH:10]=[CH:9][CH:8]=[CH:7][CH:6]=1)=[O:2].N1C=CC=CC=1.[Br:61][CH2:62][C:63](Br)=[O:64].CO>C(Cl)Cl.C(Cl)(Cl)Cl>[Br:61][CH2:62][C:63]([O:54][CH:27]([CH:19]([NH:18][C:16](=[O:17])[C@H:12]([CH:13]([CH3:14])[CH3:15])[NH:11][C:1]([O:3][CH2:4][C:5]1[CH:6]=[CH:7][CH:8]=[CH:9][CH:10]=1)=[O:2])[CH2:20][C:21]1[CH:26]=[CH:25][CH:24]=[CH:23][CH:22]=1)[CH:28]([NH:36][C:37](=[O:53])[C@H:38]([CH:50]([CH3:52])[CH3:51])[NH:39][C:40]([O:42][CH2:43][C:44]1[CH:49]=[CH:48][CH:47]=[CH:46][CH:45]=1)=[O:41])[CH2:29][C:30]1[CH:31]=[CH:32][CH:33]=[CH:34][CH:35]=1)=[O:64]. Procedure: The resultant compound of Example 70 (600 mg, 0.81 mmol) was dissolved in 8 mL of methylene chloride and 72 μL (0.9 mmol) of pyridine. The solution was cooled in an ice bath with stirring under a nitrogen atmosphere. α-Bromoacetyl bromide (181 mg, 0.9 mmol) was added in one portion and the ice bath was removed. The reaction mixture was stirred at ambient temperature for 3 h and then diluted with 150 mL of chloroform. The chloroform solution was washed with 150 mL of water, dried over anhydrous m...